This data is from the Open Reaction Database (ORD), a public repository of structured organic reaction records. The task is: describe an organic reaction: reactants, conditions, products, and yield Starting materials: C1(=CC=C(C=C1)S(=O)(=O)Cl)C (p-toluenesulfonyl chloride), NCCNCCN (diethylenetriamine), O (water). The solvent is N1=CC=CC=C1 (pyridine), N1=CC=CC=C1 (pyridine). Run at temperature 50 celsius, time 90 minute. Product: C1(=CC=C(C=C1)S(=O)(=O)C(N(S(=O)(=O)C1=CC=C(C=C1)C)S(=O)(=O)C1=CC=C(C=C1)C)CNCCN)C (tris(p-toluenesulfonyl)diethylenetriamine), solid. Isolated yield 81.0%. Reaction SMILES: [C:1]1([CH3:11])[CH:6]=[CH:5][C:4]([S:7](Cl)(=[O:9])=[O:8])=[CH:3][CH:2]=1.[NH2:12][CH2:13][CH2:14][NH:15][CH2:16][CH2:17][NH2:18].[OH2:19]>N1C=CC=CC=1>[C:1]1([CH3:11])[CH:6]=[CH:5][C:4]([S:7]([CH:13]([CH2:14][NH:15][CH2:16][CH2:17][NH2:18])[N:12]([S:7]([C:4]2[CH:5]=[CH:6][C:1]([CH3:11])=[CH:2][CH:3]=2)(=[O:9])=[O:8])[S:7]([C:4]2[CH:5]=[CH:6][C:1]([CH3:11])=[CH:2][CH:3]=2)(=[O:8])=[O:19])(=[O:9])=[O:8])=[CH:3][CH:2]=1. Procedure details: 115 g (0.6 mol) of p-toluenesulfonyl chloride are dissolved in 250 ml of pyridine at ambient temperature. A solution of diethylenetriamine (21.5 ml, 0.2 mol) in pyridine (30 ml) is added dropwise. The reaction mixture is stirred at 50° C. for 90 minutes and then transferred under warm conditions to an erlenmeyer flask. After returning to ambient temperature, 200 ml of water are added. The mixture is left stirring overnight at ambient temperature and is then placed in an ice bath for 2 hours. The... Starting materials: C1(=CC=C(C=C1)S(=O)(=O)Cl)C (4-Toluenesulphonyl chloride), C1(=CC=CC=C1)CCC=CCCCCCCCO (11-Phenyl-8-undecenol). Run in N1=CC=CC=C1 (pyridine). Reaction conditions: time 16 hour. Product: S(=O)(=O)(C1=CC=C(C)C=C1)OCCCCCCCC=CCCC1=CC=CC=C1 (11-Phenyl-8-undecenol tosylate). RXN SMILES: [C:1]1([CH3:11])[CH:6]=[CH:5][C:4]([S:7](Cl)(=[O:9])=[O:8])=[CH:3][CH:2]=1.[C:12]1([CH2:18][CH2:19][CH:20]=[CH:21][CH2:22][CH2:23][CH2:24][CH2:25][CH2:26][CH2:27][CH2:28][OH:29])[CH:17]=[CH:16][CH:15]=[CH:14][CH:13]=1>N1C=CC=CC=1>[S:7]([O:29][CH2:28][CH2:27][CH2:26][CH2:25][CH2:24][CH2:23][CH2:22][CH:21]=[CH:20][CH2:19][CH2:18][C:12]1[CH:13]=[CH:14][CH:15]=[CH:16][CH:17]=1)([C:4]1[CH:5]=[CH:6][C:1]([CH3:11])=[CH:2][CH:3]=1)(=[O:9])=[O:8]. Procedure: 4-Toluenesulphonyl chloride (1.3 g) was added in portions to a stirred solution of the product of step (c) (1.5 g) in pyridine at 0°-5° C. The mixture was stirred for 16 hours at 0°-5° C. then poured onto ice-hydrochloric acid and extracted with ether. The extract was washed with sodium bicarbonate and sodium chloride solutions, dried and evaporated to give the title compound as a pale oil. Reactants: C(C)OC(=O)C1=C(SC(=C1C)CN1CCCCC1)NC(C1=CC(=CC=C1)CN(CC)CC)=O (2-(3-diethylaminomethyl-benzoylamino)-4-methyl-5-piperidin-1-ylmethylthiophene-3-carboxylic acid ethyl ester), O.NN (hydrazine monohydrate). The solvent is C(C)O (ethanol). Run at time 12 hour. Yields the product C(C)N(CC)CC=1C=C(C(=O)NC=2SC(=C(C2C(=O)NN)C)CN2CCCCC2)C=CC1 (3-diethylaminomethyl-N-(3-hydrazinocarbonyl-4-methyl-5-piperidin-1-ylmethylthiophen-2-yl)-benzamide), intermediate. Yield: 38.0%. As a reaction SMILES: C([O:3][C:4]([C:6]1[C:10]([CH3:11])=[C:9]([CH2:12][N:13]2[CH2:18][CH2:17][CH2:16][CH2:15][CH2:14]2)[S:8][C:7]=1[NH:19][C:20](=[O:33])[C:21]1[CH:26]=[CH:25][CH:24]=[C:23]([CH2:27][N:28]([CH2:31][CH3:32])[CH2:29][CH3:30])[CH:22]=1)=O)C.O.[NH2:35][NH2:36]>C(O)C>[CH2:31]([N:28]([CH2:27][C:23]1[CH:22]=[C:21]([CH:26]=[CH:25][CH:24]=1)[C:20]([NH:19][C:7]1[S:8][C:9]([CH2:12][N:13]2[CH2:18][CH2:17][CH2:16][CH2:15][CH2:14]2)=[C:10]([CH3:11])[C:6]=1[C:4]([NH:35][NH2:36])=[O:3])=[O:33])[CH2:29][CH3:30])[CH3:32] |f:1.2|. Reported procedure: Subsequently, 2-(3-diethylaminomethyl-benzoylamino)-4-methyl-5-piperidin-1-ylmethylthiophene-3-carboxylic acid ethyl ester (79 mg) was dissolved in ethanol (10 ml), hydrazine monohydrate (2 ml) was added dropwise to the solution at room temperature, and a reaction was then allowed to proceed at that temperature for 12 hr. After the completion of the reaction, the reaction system was concentrated under the reduced pressure. The residue was purified by column chromatography eluted with a chlorofor... Reactants: [OH-].[Na+] (sodium hydroxide), C(C)OC(=O)N(OC(=O)OCC)C/C=C/P(OC(C)(C)C)(OC(C)(C)C)=O (di-tert-butyl 3-(N-ethoxycarbonyl-N-ethoxycarbonyloxyamino)-trans-1-propenylphosphonate), Cl (hydrochloric acid), C (charcoal). Run in O (water), CO (methanol), N1=CC=CC=C1 (pyridine), O (water), C(C)O (ethanol), CO (methanol), O (water), O (water). The product is ONC/C=C/P(O)(O)=O (3-(N-hydroxyamino)-trans-1-propenylphosphonic acid). The yield is 8.7%. RXN SMILES: C(OC([N:6]([CH2:13]/[CH:14]=[CH:15]/[P:16](=[O:27])([O:22]C(C)(C)C)[O:17]C(C)(C)C)[O:7]C(OCC)=O)=O)C.Cl.C.[OH-].[Na+]>O.C(O)C.CO.N1C=CC=CC=1>[OH:7][NH:6][CH2:13]/[CH:14]=[CH:15]/[P:16](=[O:17])([OH:27])[OH:22] |f:3.4|. Procedure: A mixture of di-tert-butyl 3-(N-ethoxycarbonyl-N-ethoxycarbonyloxyamino)-trans-1-propenylphosphonate (8.60 g.) and 1 N hydrochloric acid (250 ml.) was refluxed for 15 hours. The resultant mixture was concentrated under reduced pressure to give a residue, which was dissolved in water (100 ml.) and treated with activated charcoal. The solution was concentrated under reduced pressure to give a residue (4 g.), which was dissolved in water (10 ml.) and adjusted to pH 4 with 1 N aqueous sodium hydroxi... Starting materials: C(C)N(C1=C(C=CC(=C1)OC)[C@H]1CC=2C=CC(=CC2CC1)OC(C(C)(C)C)=O)C(C1=CC=C(C=C1)O)=O (pivalic acid (R)-6-{2-[ethyl(4-hydroxybenzoyl)amino]-4-methoxyphenyl}-5,6,7,8-tetrahydronaphthalen-2-yl ester), ClCC(=O)N1CCCC1 (2-chloro-1-pyrrolidin-1-ylethanone). Yields the product C(C)N(C1=C(C=CC(=C1)OC)[C@H]1CC=2C=CC(=CC2CC1)O)CC1=CC=C(C=C1)OCCN1CCCC1 ((R)-6-{2-{Ethyl[4-(2-pyrrolidin-1-ylethoxy)benzyl]amino}-4-methoxyphenyl}-5,6,7,8-tetrahydronaphthalen-2-ol). The yield is 39.6%. As a reaction SMILES: [CH2:1]([N:3]([C:29](=O)[C:30]1[CH:35]=[CH:34][C:33]([OH:36])=[CH:32][CH:31]=1)[C:4]1[CH:9]=[C:8]([O:10][CH3:11])[CH:7]=[CH:6][C:5]=1[C@@H:12]1[CH2:21][CH2:20][C:19]2[CH:18]=[C:17]([O:22]C(=O)C(C)(C)C)[CH:16]=[CH:15][C:14]=2[CH2:13]1)[CH3:2].Cl[CH2:39][C:40]([N:42]1[CH2:46][CH2:45][CH2:44][CH2:43]1)=O>>[CH2:1]([N:3]([CH2:29][C:30]1[CH:31]=[CH:32][C:33]([O:36][CH2:39][CH2:40][N:42]2[CH2:46][CH2:45][CH2:44][CH2:43]2)=[CH:34][CH:35]=1)[C:4]1[CH:9]=[C:8]([O:10][CH3:11])[CH:7]=[CH:6][C:5]=1[C@@H:12]1[CH2:21][CH2:20][C:19]2[CH:18]=[C:17]([OH:22])[CH:16]=[CH:15][C:14]=2[CH2:13]1)[CH3:2]. Procedure details: Synthesized from pivalic acid (R)-6-{2-[ethyl(4-hydroxybenzoyl)amino]-4-methoxyphenyl}-5,6,7,8-tetrahydronaphthalen-2-yl ester (20 mg) and 2-chloro-1-pyrrolidin-1-ylethanone (12 mg) according to an analogous synthetic method to Example 404 and purified by LC-MS, the title compound (7.9 mg) was obtained.